This data is from the Open Reaction Database (ORD), a public repository of structured organic reaction records. The task is: describe an organic reaction: reactants, conditions, products, and yield Starting materials: NNc1cc(F)ccc1Br, CC(=O)N=CN(C)C, Cl, c1ccncc1. Yields the product CC(=O)NC=NNc1cc(F)ccc1Br. As a reaction SMILES: [Br:2][c:3]1[c:4]([NH:10][NH2:11])[cH:5][c:6]([F:9])[cH:7][cH:8]1.[CH3:12][N:13]([CH3:14])[CH:15]=[N:16][C:17]([CH3:18])=[O:19].[ClH:1].[cH:20]1[cH:21][cH:22][n:23][cH:24][cH:25]1>>[Br:2][c:3]1[c:4]([NH:10][N:11]=[CH:15][NH:16][C:17]([CH3:18])=[O:19])[cH:5][c:6]([F:9])[cH:7][cH:8]1. The reactants are CCOC(=O)c1cn(C)cn1 (effective_coupling_partner), CN(C)C(=O)Oc2ccc1ccccc1c2 (substrate). Reagents/catalysts: dcypt. Run at temperature 110 celsius, time 36 hour. Product: CCOC(=O)c3cn(C)c(c2ccc1ccccc1c2)n3. The product is OC(CNC(=O)C1=NC=C(C(=C1)OCC(F)(F)F)C1CC1)(C)C (5-Cyclopropyl-4-(2,2,2-trifluoro-ethoxy)-pyridine-2-carboxylic acid (2-hydroxy-2-methyl-propyl)-amide). Reported procedure: The title compound was synthesized in analogy to Example 24d, using 5-Cyclopropyl-4-(2,2,2-trifluoro-ethoxy)-pyridine-2-carboxylic acid (Example 48c) and 1-amino-2-methylpropan-2-ol (CAN 2854-16-2) as starting materials and isolated (28 mg, 34%) as a yellow oil; MS (ESI, m/z): 333.5 (M+H+). The reactants are C1(CC1)C=1C(=CC(=NC1)C(=O)O)OCC(F)(F)F (5-Cyclopropyl-4-(2,2,2-trifluoro-ethoxy)-pyridine-2-carboxylic acid), NCC(C)(O)C (1-amino-2-methylpropan-2-ol). Reaction SMILES: [CH:1]1([C:4]2[C:5]([O:13][CH2:14][C:15]([F:18])([F:17])[F:16])=[CH:6][C:7]([C:10]([OH:12])=O)=[N:8][CH:9]=2)[CH2:3][CH2:2]1.[NH2:19][CH2:20][C:21]([CH3:24])([OH:23])[CH3:22]>>[OH:23][C:21]([CH3:24])([CH3:22])[CH2:20][NH:19][C:10]([C:7]1[CH:6]=[C:5]([O:13][CH2:14][C:15]([F:18])([F:17])[F:16])[C:4]([CH:1]2[CH2:2][CH2:3]2)=[CH:9][N:8]=1)=[O:12]. Starting materials: C(\C=C\C(=O)O)(=O)O (fumaric acid), C(C)(=O)N1CCN(CC1)CCOC1=CC=C(C=C1)C1CCN(CC1)C=1CCC=2N(N1)C(=NN2)C(F)(F)F (6-(4-{4-[2-(4-acetylpiperazin-1-yl)ethoxy]phenyl}piperidin-1-yl)-3-(trifluoromethyl)-7,8-dihydro[1,2,4]triazolo[4,3-b]pyridazine), C(C)OC(C)=O (ethylacetate), C(C)OC(C)=O (ethylacetate). Run in CO (methanol), CO (methanol). Reaction conditions: temperature 50 celsius, time 60 minute. Product: C(\C=C\C(=O)O)(=O)O.C(C)(=O)N1CCN(CC1)CCOC1=CC=C(C=C1)C1CCN(CC1)C=1CCC=2N(N1)C(=NN2)C(F)(F)F (6-(4-{4-[2-(4-acetylpiperazin-1-yl)ethoxy]phenyl}piperidin-1-yl)-3-(trifluoromethyl)-7,8-dihydro[1,2,4]triazolo[4,3-b]pyridazine fumarate). The yield is 74.0%. Reaction SMILES: [C:1]([OH:8])(=[O:7])/[CH:2]=[CH:3]/[C:4]([OH:6])=[O:5].[C:9]([N:12]1[CH2:17][CH2:16][N:15]([CH2:18][CH2:19][O:20][C:21]2[CH:26]=[CH:25][C:24]([CH:27]3[CH2:32][CH2:31][N:30]([C:33]4[CH2:34][CH2:35][C:36]5[N:37]([C:39]([C:42]([F:45])([F:44])[F:43])=[N:40][N:41]=5)[N:38]=4)[CH2:29][CH2:28]3)=[CH:23][CH:22]=2)[CH2:14][CH2:13]1)(=[O:11])[CH3:10].C(OC(=O)C)C>CO>[C:1]([OH:8])(=[O:7])/[CH:2]=[CH:3]/[C:4]([OH:6])=[O:5].[C:9]([N:12]1[CH2:13][CH2:14][N:15]([CH2:18][CH2:19][O:20][C:21]2[CH:22]=[CH:23][C:24]([CH:27]3[CH2:28][CH2:29][N:30]([C:33]4[CH2:34][CH2:35][C:36]5[N:37]([C:39]([C:42]([F:43])([F:44])[F:45])=[N:40][N:41]=5)[N:38]=4)[CH2:31][CH2:32]3)=[CH:25][CH:26]=2)[CH2:16][CH2:17]1)(=[O:11])[CH3:10] |f:4.5|. Procedure: A clear solution of fumaric acid (0.223 g, 1.92 m mol) in methanol (3.0 mL) was added to a clear solution of 6-(4-{4-[2-(4-acetylpiperazin-1-yl)ethoxy]phenyl}piperidin-1-yl)-3-(trifluoromethyl)-7,8-dihydro[1,2,4]triazolo[4,3-b]pyridazine, obtained as described in Example 5.5, (1.0 g, 1.92 m mol) in methanol (2.0 mL) at 22-25° C. and the resulting clear solution heated to 50° C. for 30 min. The mixture was cooled to 22-25° C. and ethylacetate (8.0 mL) charged drop wise into the reaction mass at 2... The reactants are C(=O)(OC)C(CCCC1(OCC2(CCC1O2)CCO)C)C ((1RS,4SR,5RS)-4-(4-carbomethoxypentyl)-4-methyl-3,8-dioxabicyclo[3.2.1]octane-1-ethanol), CS(=O)(=O)OCCCC1(OCC2(CCC1O2)CCO)C ((1RS,4SR,5RS)-4-(3-methanesulfonyloxypropyl)-4-methyl-3,8-dioxabicyclo[3.2.1]octane-1-ethanol). Product: C(=O)(OC)C(CCCC1(OCC2(CCC1O2)C=C)C)C ((1RS,4SR,5RS)-4-(4-carbomethoxypentyl)-4-methyl-1-vinyl-3,8-dioxabicyclo[3.2.1]octane). Reaction SMILES: [C:1]([CH:5]([CH3:21])[CH2:6][CH2:7][CH2:8][C:9]1([CH3:20])[CH:15]2[O:16][C:12]([CH2:17][CH2:18]O)([CH2:13][CH2:14]2)[CH2:11][O:10]1)([O:3][CH3:4])=[O:2].CS(OCCCC1(C)C2OC(CCO)(CC2)CO1)(=O)=O>>[C:1]([CH:5]([CH3:21])[CH2:6][CH2:7][CH2:8][C:9]1([CH3:20])[CH:15]2[O:16][C:12]([CH:17]=[CH2:18])([CH2:13][CH2:14]2)[CH2:11][O:10]1)([O:3][CH3:4])=[O:2]. Procedure details: Following the procedure for the preparation of (1RS,4SR,5RS)-4-(4-carbomethoxypentyl)-4-methyl-3,8-dioxabicyclo[3.2.1]octane-1-ethanol, but substituting (1RS,4SR,5RS)-4-(3-methanesulfonyloxypropyl)-4-methyl-1-vinyl-3,8-dioxabicyclo[3.2.1]octane for (1RS,4SR,5RS)-4-(3-methanesulfonyloxypropyl)-4-methyl-3,8-dioxabicyclo[3.2.1]octane-1-ethanol, (1RS,4SR,5RS)-4-(4-carbomethoxypentyl)-4-methyl-1-vinyl-3,8-dioxabicyclo[3.2.1]octane is obtained.